Dataset: the Open Reaction Database (ORD), a public repository of structured organic reaction records. Task: describe an organic reaction: reactants, conditions, products, and yield Starting materials: NC1=CC=C2C(=N1)C(=CN2)C2CCN(CC2)C (5-amino-3-(1-methylpiperidin-4-yl)pyrrolo[3,2-b]pyridine), [N+](=O)([O-])C1=C(C(=O)Cl)C=CC=C1 (2-nitrobenzoyl chloride). The product is [N+](=O)([O-])C1=C(C(=O)NC2=CC=C3C(=N2)C(=CN3)C3CCN(CC3)C)C=CC=C1 (5-(N-[2-nitrobenzoyl]amino)-3-(1-methylpiperidin-4-yl)pyrrolo[3,2-b]pyridine). The yield is 89.9%. RXN SMILES: [NH2:1][C:2]1[N:7]=[C:6]2[C:8]([CH:11]3[CH2:16][CH2:15][N:14]([CH3:17])[CH2:13][CH2:12]3)=[CH:9][NH:10][C:5]2=[CH:4][CH:3]=1.[N+:18]([C:21]1[CH:29]=[CH:28][CH:27]=[CH:26][C:22]=1[C:23](Cl)=[O:24])([O-:20])=[O:19]>>[N+:18]([C:21]1[CH:29]=[CH:28][CH:27]=[CH:26][C:22]=1[C:23]([NH:1][C:2]1[N:7]=[C:6]2[C:8]([CH:11]3[CH2:16][CH2:15][N:14]([CH3:17])[CH2:13][CH2:12]3)=[CH:9][NH:10][C:5]2=[CH:4][CH:3]=1)=[O:24])([O-:20])=[O:19]. Procedure details: Beginning with 0.010 gm (0.044 mMol) 5-amino-3-(1-methylpiperidin-4-yl)pyrrolo[3,2-b]pyridine and 0.007 mL (0.048 mMol) 2-nitrobenzoyl chloride, 0.015 gm (92%) of the title compound were prepared essentially by the procedure described in Example 7. The reactants are compound 1, N[C@H]1CN(CCC1)C1=CC(N(C(N1CC1=C(C=CC(=C1)F)Br)=O)C)=O (6-[3 (R)-Amino-piperidin-1-yl]-1-(2-bromo-5-fluoro-benzyl)-3-methyl-1H-pyrimidine-2,4-dione), BrC1=C(CBr)C=CC=C1 (2-bromo benzyl bromide). Product: N[C@H]1CN(CCC1)C1=CC(N(C(N1CC1=C(C=CC=C1)Br)=O)C)=O (6-[3 (R)-Amino-piperidin-1-yl]-1-(2-bromo-benzyl)-3-methyl-1H-pyrimidine-2,4-dione). Reaction SMILES: [NH2:1][C@@H:2]1[CH2:7][CH2:6][CH2:5][N:4]([C:8]2[N:13]([CH2:14][C:15]3[CH:20]=[C:19](F)[CH:18]=[CH:17][C:16]=3[Br:22])[C:12](=[O:23])[N:11]([CH3:24])[C:10](=[O:25])[CH:9]=2)[CH2:3]1.BrC1C=CC=CC=1CBr>>[NH2:1][C@@H:2]1[CH2:7][CH2:6][CH2:5][N:4]([C:8]2[N:13]([CH2:14][C:15]3[CH:20]=[CH:19][CH:18]=[CH:17][C:16]=3[Br:22])[C:12](=[O:23])[N:11]([CH3:24])[C:10](=[O:25])[CH:9]=2)[CH2:3]1. Reported procedure: The title compound was prepared from compound 1 used the procedures described in the synthesis of compound 10, except that 2-bromo benzyl bromide was used in the place of 2-bromo-5-fluoro-benzyl bromide. 1H-NMR (400 MHz, CDCl3-CD3OD 10:1): δ 7.45 (d, J=7.8 Hz, 1H), 7.16 (t, J=7.5 Hz, 1H), 7.03 (t, J=7.2 Hz, 1H), 6.80 (d, J=7.3 Hz, 1H), 5.28 (s, 1H), 4.93-5.05 (ABq, 2H, J=36.4, 16.4 Hz), 3.22 (m, 1H), 3.19 (m, 3H), 3.09 (m, 1H), 2.84 (d, J=12.6 Hz, 1H), 2.63 (t, J=10.5 Hz, 1H), 2.42 (t, J=10.9 Hz... Reactants: OC1=C(C=C(C=C1)O)C(C)=O (2',5'-dihydroxyacetophenone), COC=1C=C(C(=O)Cl)C=CC1 (3-methoxybenzoyl chloride), BrCCCCCCl (1-bromo-5-chloropentane), OC1CCNCC1 (4-hydroxypiperidine). The product is OC1CCN(CC1)CCCCCOC=1C=CC2=C(C(C=C(O2)C2=CC(=CC=C2)OC)=O)C1 (6-[5-(4-Hydroxypiperidyl)pentoxy1-2-(3-methoxyphenyl)-4H-1-benzopyran-4-one). Reaction SMILES: [OH:1][C:2]1[CH:7]=[CH:6][C:5]([OH:8])=[CH:4][C:3]=1[C:9](=[O:11])[CH3:10].[CH3:12][O:13][C:14]1[CH:15]=[C:16]([CH:20]=[CH:21][CH:22]=1)[C:17](Cl)=O.Br[CH2:24][CH2:25][CH2:26][CH2:27][CH2:28]Cl.[OH:30][CH:31]1[CH2:36][CH2:35][NH:34][CH2:33][CH2:32]1>>[OH:30][CH:31]1[CH2:36][CH2:35][N:34]([CH2:24][CH2:25][CH2:26][CH2:27][CH2:28][O:8][C:5]2[CH:6]=[CH:7][C:2]3[O:1][C:17]([C:16]4[CH:20]=[CH:21][CH:22]=[C:14]([O:13][CH3:12])[CH:15]=4)=[CH:10][C:9](=[O:11])[C:3]=3[CH:4]=2)[CH2:33][CH2:32]1. Procedure details: The compound was prepared by a method similar to Example 11 from 2',5'-dihydroxyacetophenone, 3-methoxybenzoyl chloride, 1-bromo-5-chloropentane, and 4-hydroxypiperidine: mp 115°-116° C. Starting materials: C1(CC1)C(=O)O (cyclopropanecarboxylic acid), C(CCC)[Li] (n-butyllithium), ice, ether-hexane. Run in CCOCC (ether), CCOCC (ether). Conditions: time 2 hour. Product: C1(CC1)C(=O)CCCC (n-butyl cyclopropyl ketone). Reaction SMILES: [CH:1]1([C:4]([OH:6])=O)[CH2:3][CH2:2]1.[CH2:7]([Li])[CH2:8][CH2:9][CH3:10]>CCOCC>[CH:1]1([C:4]([CH2:7][CH2:8][CH2:9][CH3:10])=[O:6])[CH2:3][CH2:2]1. Procedure details: To a vigorously-stirred solution of 31.0 g of cyclopropanecarboxylic acid in 330 ml of ether is added a solution of n-butyllithium (748 mmoles) in ca. 750 ml. of 2:1 ether-hexane during 1 hour at 5-10° C. The resulting suspension is diluted with 300 ml of ether and stirred at room temperature for 2 hours and at reflux for 2 hours. The mixture is cooled and poured into several portions of 1:1 ice - 4N hydrochloric acid. The ethereal phases are combined and washed with brine, sodium carbonate solu... The reactants are ClC=1C=C(C=CC1)C1=CC=CC=2CC(OC21)CN ((±)-1-[7-(3-chlorophenyl)-2,3-dihydro-1-benzofuran-2-yl]methanamine), Intermediate 12, C(C)(C)N(CC)C(C)C (diisopropylethylamine), ClC(=O)OCC1=CC=CC=C1 (benzyl chloroformate). Product: C(C1=CC=CC=C1)OC(NCC1OC2=C(C1)C=CC=C2C2=CC(=CC=C2)Cl)=O ((±)-benzyl[7-(3-chlorophenyl)-2,3-dihydro-1-benzofuran-2-yl]methylcarbamate). Isolated yield 74.8%. As a reaction SMILES: [Cl:1][C:2]1[CH:3]=[C:4]([C:8]2[C:16]3[O:15][CH:14]([CH2:17][NH2:18])[CH2:13][C:12]=3[CH:11]=[CH:10][CH:9]=2)[CH:5]=[CH:6][CH:7]=1.C(N(C(C)C)CC)(C)C.Cl[C:29]([O:31][CH2:32][C:33]1[CH:38]=[CH:37][CH:36]=[CH:35][CH:34]=1)=[O:30]>>[CH2:32]([O:31][C:29](=[O:30])[NH:18][CH2:17][CH:14]1[CH2:13][C:12]2[CH:11]=[CH:10][CH:9]=[C:8]([C:4]3[CH:5]=[CH:6][CH:7]=[C:2]([Cl:1])[CH:3]=3)[C:16]=2[O:15]1)[C:33]1[CH:38]=[CH:37][CH:36]=[CH:35][CH:34]=1. Procedure details: Treatment of (±)-1-[7-(3-chlorophenyl)-2,3-dihydro-1-benzofuran-2-yl]methanamine (1.6 g, 5.4 mmol) with diisopropylethylamine (1.197 g, 9.26 mmol) and benzyl chloroformate (1.02 g, 5.96 mmol) generally according to the procedure described for Intermediate 12 afforded 1.59 g (75%) of (±)-benzyl[7-(3-chlorophenyl)-2,3-dihydro-1-benzofuran-2-yl]methylcarbamate as a colorless oil. Rf=0.56 (silica, ethyl acetate:hexanes 1:9); Anal. calcd. for C23H20ClNO3: C, 70.14; H, 5.12; N, 3.56. Found: C, 69.11; ... Reactants: O(S(=O)(=O)C(F)(F)F)S(=O)(=O)C(F)(F)F ((CF3SO2)2O), C(C1=CC=CC=C1)ON1[C@@H]2CC[C@H](N(C1=O)C2)C(=O)NNC(C(=O)N)=O (2-(2-((2S,5R)-6-(benzyloxy)-7-oxo-1,6-diazabicyclo[3.2.1]octane-2-carbonyl)hydrazinyl)-2-oxoacetamide), N1=CC=CC=C1 (pyridine). Run in C(Cl)Cl (DCM). Conditions: time 1 hour. Product: C(C1=CC=CC=C1)ON1[C@@H]2CC[C@H](N(C1=O)C2)C2=NN=C(O2)C(=O)N (5-((2S,5R)-6-(benzyloxy)-7-oxo-1,6-diazabicyclo[3.2.1]octan-2-yl)-1,3,4-oxadiazole-2-carboxamide). Isolated yield 63.2%. RXN SMILES: O(S(C(F)(F)F)(=O)=O)S(C(F)(F)F)(=O)=O.[CH2:16]([O:23][N:24]1[C:30](=[O:31])[N:29]2[CH2:32][C@H:25]1[CH2:26][CH2:27][C@H:28]2[C:33]([NH:35][NH:36][C:37](=[O:41])[C:38]([NH2:40])=[O:39])=O)[C:17]1[CH:22]=[CH:21][CH:20]=[CH:19][CH:18]=1.N1C=CC=CC=1>C(Cl)Cl>[CH2:16]([O:23][N:24]1[C:30](=[O:31])[N:29]2[CH2:32][C@H:25]1[CH2:26][CH2:27][C@H:28]2[C:33]1[O:41][C:37]([C:38]([NH2:40])=[O:39])=[N:36][N:35]=1)[C:17]1[CH:22]=[CH:21][CH:20]=[CH:19][CH:18]=1. Procedure: (CF3SO2)2O (0.58 g, 2.08 mmol) was slowly added to a −10° C. solution of 2-(2-((2S,5R)-6-(benzyloxy)-7-oxo-1,6-diazabicyclo[3.2.1]octane-2-carbonyl)hydrazinyl)-2-oxoacetamide (0.30 g, 0.83 mmol) and pyridine (0.6 mL) in dry DCM (5 mL). The reaction mixture was allowed to warm to rt. The reaction mixture was stirred at rt for 1 h then quenched with sat. NaHCO3 very slowly. The organic layer was separated and the aqueous layer was exacted with EtOAc (3×). The combined organic layer was dried over ... The reactants are ClCC(=O)Cl (chloroacetyl chloride), NC1=C(C=CC=C1)O (2-aminophenol), C([O-])(O)=O.[Na+] (sodium bicarbonate), C(C)#N (acetonitrile). Run in O (water), CO (methanol). Run at temperature 10 celsius, time 3 hour. Yields the product ClCC(=O)NC1=C(C=CC=C1)O (2-chloroacetyl-2-hydroxyaniline). As a reaction SMILES: [NH2:1][C:2]1[CH:7]=[CH:6][CH:5]=[CH:4][C:3]=1[OH:8].C(=O)(O)[O-].[Na+].C(#N)C.[Cl:17][CH2:18][C:19](Cl)=[O:20]>CO.O>[Cl:17][CH2:18][C:19]([NH:1][C:2]1[CH:7]=[CH:6][CH:5]=[CH:4][C:3]=1[OH:8])=[O:20] |f:1.2|. Procedure: 109.1 g (1 mol) of 2-aminophenol, 84.1 g (1 mol) of sodium bicarbonate, 900 mL of acetonitrile and 100 mL of water were added under room temperature into a 2 L flask with four inlets and attached with a stirrer and a thermometer. The internal temperature was cool down to 10° C. and 112.9 g (1 mol) of chloroacetyl chloride was added to the solution over a period of 3 hours and stirred for 3 hours at room temperature. Following to the completion of the reaction, 10 mL of methanol was added, and th...